Dataset: the Open Reaction Database (ORD), a public repository of structured organic reaction records. Task: describe an organic reaction: reactants, conditions, products, and yield Starting materials: C1(=CC=CC=C1)S(=O)(=O)N (benzene sulfonamide), [N+](=O)([O-])C1=CC=C(C=C1)C1=C(C(=O)[O-])C=CC=C1C[C@@H]1COC2=C([C@@H]1O)C=C(C=C2)OCC=2SC1=C(N2)C=C(C=C1)F ((-) cis-4-nitrophenyl-3-[[6-[(5-fluoro-2-benzothiazolyl)methoxy]-3,4-dihydro-4-hydroxy-2H-1-benzopyran-3-yl]methyl]benzoate), [H-].[Na+] (sodium hydride). Yields the product FC=1C=CC2=C(N=C(S2)COC=2C=CC3=C([C@@H]([C@@H](CO3)CC=3C=C(C(=O)NS(=O)(=O)C4=CC=CC=C4)C=CC3)O)C2)C1 ((-)-Cis-3-[[6-[(5-fluoro-2-benzothiazolyl)methoxy]-3,4-dihydro-4-hydroxy-2H-1-benzopyran-3-yl]methyl]-N-(phenylsulfonyl)benzamide). As a reaction SMILES: [C:1]1([S:7]([NH2:10])(=[O:9])=[O:8])[CH:6]=[CH:5][CH:4]=[CH:3][CH:2]=1.[N+](C1C=CC([C:20]2[C:28]([CH2:29][C@H:30]3[C@@H:35]([OH:36])[C:34]4[CH:37]=[C:38]([O:41][CH2:42][C:43]5[S:44][C:45]6[CH:51]=[CH:50][C:49]([F:52])=[CH:48][C:46]=6[N:47]=5)[CH:39]=[CH:40][C:33]=4[O:32][CH2:31]3)=[CH:27][CH:26]=[CH:25][C:21]=2[C:22]([O-])=[O:23])=CC=1)([O-])=O.[H-].[Na+]>>[F:52][C:49]1[CH:50]=[CH:51][C:45]2[S:44][C:43]([CH2:42][O:41][C:38]3[CH:39]=[CH:40][C:33]4[O:32][CH2:31][C@@H:30]([CH2:29][C:28]5[CH:20]=[C:21]([CH:25]=[CH:26][CH:27]=5)[C:22]([NH:10][S:7]([C:1]5[CH:6]=[CH:5][CH:4]=[CH:3][CH:2]=5)(=[O:9])=[O:8])=[O:23])[C@@H:35]([OH:36])[C:34]=4[CH:37]=3)=[N:47][C:46]=2[CH:48]=1 |f:2.3|. Reported procedure: Synthesis was carried out as in example 1, but using 4.4 grams benzene sulfonamide instead of methane sulfonamide, and using 2.4 grams optically pure (-) cis-4-nitrophenyl-3-[[6-[(5-fluoro-2-benzothiazolyl)methoxy]-3,4-dihydro-4-hydroxy-2H-1-benzopyran-3-yl]methyl]benzoate and 628 milligrams sodium hydride. There was obtained 1.02 grams of product, m.p. 161°-162° C. αD =-30° ; c =0.005 in tetrahydrofuran. The reactants are CC1(C(NC2=CC=C(C=C2C1)C(=O)OC)C1=CC(=CC=C1)C(NC)=O)C (methyl 3,3-dimethyl-2-(3-(methylcarbamoyl)phenyl)-1,2,3,4-tetrahydroquinoline-6-carboxylate), [OH-].[Na+] (sodium hydroxide), Cl (hydrochloric acid). The solvent is O (water), CO (methanol). Yields the product CC1(C(NC2=CC=C(C=C2C1)C(=O)O)C1=CC(=CC=C1)C(NC)=O)C (3,3-dimethyl-2-(3-(methyl carbamoyl)phenyl)-1,2,3,4-tetrahydroquinoline-6-carboxylic acid). The yield is 43.1%. Reaction SMILES: [CH3:1][C:2]1([CH3:26])[CH2:11][C:10]2[C:5](=[CH:6][CH:7]=[C:8]([C:12]([O:14]C)=[O:13])[CH:9]=2)[NH:4][CH:3]1[C:16]1[CH:21]=[CH:20][CH:19]=[C:18]([C:22](=[O:25])[NH:23][CH3:24])[CH:17]=1.[OH-].[Na+].Cl>CO.O>[CH3:1][C:2]1([CH3:26])[CH2:11][C:10]2[C:5](=[CH:6][CH:7]=[C:8]([C:12]([OH:14])=[O:13])[CH:9]=2)[NH:4][CH:3]1[C:16]1[CH:21]=[CH:20][CH:19]=[C:18]([C:22](=[O:25])[NH:23][CH3:24])[CH:17]=1 |f:1.2|. Procedure details: A mixture of methyl 3,3-dimethyl-2-(3-(methylcarbamoyl)phenyl)-1,2,3,4-tetrahydroquinoline-6-carboxylate (85 mg, 0.24 mmol) in methanol (4.6 mL) and 1N sodium hydroxide aqueous solution (3.6 mL, 3.6 mmol) was heated to reflux for 1 h. LC-MS showed the reaction was complete. The solvent was removed in vacuo to give white solid, which was dissolved in water and acidified with 1N hydrochloric acid solution to pH=2. The precipitated white solid was collected by filtration and back-dissolved in aqueo... The reactants are ethyl 4- 12-(1,l-dimethyl-3-(4-methylphenyl3-5- indenyl)ethynyl]benzoate, CC1(C=C(C2=CC(=CC=C12)C#CC1=CC=C(C(=O)OCC)C=C1)C1=CC=C(C=C1)C)C (Ethyl 4-[2-(1,1-dimethyl-3-(4-methylphenyl)-5-indenyl)ethynyl]benzoate), O[Li].O (LiOH H2O). Run in C1CCOC1.O (THF H2O). Reaction conditions: time 48 hour. Yields the product CC1(C=C(C2=CC(=CC=C12)C#CC1=CC=C(C(=O)O)C=C1)C1=CC=C(C=C1)C)C (4-[2-(1,1 -dimethyl-3-(4-methylphenyl)-5- indenyl)ethynyl]benzoic acid). As a reaction SMILES: [CH3:1][C:2]1([CH3:31])[C:10]2[C:5](=[CH:6][C:7]([C:11]#[C:12][C:13]3[CH:23]=[CH:22][C:16]([C:17]([O:19]CC)=[O:18])=[CH:15][CH:14]=3)=[CH:8][CH:9]=2)[C:4]([C:24]2[CH:29]=[CH:28][C:27]([CH3:30])=[CH:26][CH:25]=2)=[CH:3]1.O[Li].O>C1COCC1.O>[CH3:1][C:2]1([CH3:31])[C:10]2[C:5](=[CH:6][C:7]([C:11]#[C:12][C:13]3[CH:23]=[CH:22][C:16]([C:17]([OH:19])=[O:18])=[CH:15][CH:14]=3)=[CH:8][CH:9]=2)[C:4]([C:24]2[CH:25]=[CH:26][C:27]([CH3:30])=[CH:28][CH:29]=2)=[CH:3]1 |f:1.2,3.4|. Reported procedure: To a solution of 10.0 mg (0.025 mmol) of ethyl 4- 12-(1,l-dimethyl-3-(4-methylphenyl3-5- indenyl)ethynyl]benzoate (Compound 47) in 0.5 ml THF/H2O (3:1 v/v) was added 5.2 mg (0.12 mmol) LiOH H2O. After stirring at room temperature for 48 hours the solution was extracted with hexanes and the aqueous layer was acidified with saturated aqueous NH4Cl. Solid NaCl was added and the resulting mixture extracted with EtOAc. The combined organic layers were dried (Na2SO4) and concentrated under reduced pre...